Dataset: the Open Reaction Database (ORD), a public repository of structured organic reaction records. Task: describe an organic reaction: reactants, conditions, products, and yield Starting materials: ClC(Cl)Cl, O=[N+]([O-])c1ccc(CO)c(O)c1. Product: O=Cc1ccc([N+](=O)[O-])cc1O. As a reaction SMILES: [CH:13]([Cl:14])([Cl:15])[Cl:16].[OH:1][CH2:2][c:3]1[c:4]([OH:12])[cH:5][c:6]([N+:9](=[O:10])[O-:11])[cH:7][cH:8]1>>[O:1]=[CH:2][c:3]1[c:4]([OH:12])[cH:5][c:6]([N+:9](=[O:10])[O-:11])[cH:7][cH:8]1. The reactants are ClC1=C(C(=O)NC=2C=CC=C3C=CC=NC23)C(=CC=C1)Cl (8-(2,6-dichlorobenzoylamino)quinoline), ClC1=CC(=CC=C1)C(=O)OO (m-chloroperbenzoic acid), S(=S)(=O)([O-])[O-].[Na+].[Na+] (sodium thiosulfate). Solvent: C(CCl)Cl (ethylene chloride). The product is ClC1=C(C(=O)NC=2C=CC=C3C=CC=[N+](C23)[O-])C(=CC=C1)Cl (8-(2,6-dichlorobenzoylamino)quinoline 1-oxide). Isolated yield 45.7%. RXN SMILES: [Cl:1][C:2]1[CH:20]=[CH:19][CH:18]=[C:17]([Cl:21])[C:3]=1[C:4]([NH:6][C:7]1[CH:8]=[CH:9][CH:10]=[C:11]2[C:16]=1[N:15]=[CH:14][CH:13]=[CH:12]2)=[O:5].ClC1C=CC=C(C(OO)=[O:30])C=1.S([O-])([O-])(=O)=S.[Na+].[Na+]>C(Cl)CCl>[Cl:1][C:2]1[CH:20]=[CH:19][CH:18]=[C:17]([Cl:21])[C:3]=1[C:4]([NH:6][C:7]1[CH:8]=[CH:9][CH:10]=[C:11]2[C:16]=1[N+:15]([O-:30])=[CH:14][CH:13]=[CH:12]2)=[O:5] |f:2.3.4|. Procedure details: A solution of 8-(2,6-dichlorobenzoylamino)quinoline (100 mg) and m-chloroperbenzoic acid (71 mg) in ethylene chloride was stirred for 1 hour at 40° C. To the mixture was added 5% sodium thiosulfate solution, and the mixture was partitioned between dichloromethane and saturated sodium bicarbonate solution. The organic layer was dried over magnesium sulfate and evaporated in vacuo. The residue was recrystallized from dichloromethane-methanol to give 8-(2,6-dichlorobenzoylamino)quinoline 1-oxide (4... The reactants are COC(=C)C(=C)OC (2,3-dimethoxy-1,3-butadiene), CC(=O)O[Na] (CH3COONa), C(=O)=O.CC(=O)C (dry ice acetone), [Se](Cl)Cl (SeCl2). The solvent is CCCCCC (hexane), CCCCCC (hexane). Reaction conditions: temperature -78 celsius, time 1 hour. Product: COC1=C[Se]C=C1OC (3,4-dimethoxyselenophene). As a reaction SMILES: [CH3:1][O:2][C:3]([C:5]([O:7][CH3:8])=[CH2:6])=[CH2:4].CC(O[Na])=O.C(=O)=O.CC(C)=O.[Se:21](Cl)Cl>CCCCCC>[CH3:1][O:2][C:3]1[C:5]([O:7][CH3:8])=[CH:6][Se:21][CH:4]=1 |f:2.3|. Reported procedure: To a well stirred solution of 2,3-dimethoxy-1,3-butadiene (1.47 g, 12.9 mmol, (11)) and CH3COONa (2.64 g, 32.25 mmol) in dry hexane (80 mL) at −78° C. (dry ice/acetone bath), under an inert atmosphere, was added a solution of freshly prepared SeCl2 in hexane over a period of 15 min. The resulting yellowish solution was further stirred for 1 h at −78° C. and then removed from the cooling bath and the reaction mixture was brought to room temperature over a period of 2 h and further stirred for 5 h... Reactants: ClC=1N=NC(=CC1C)C1=CC(=CC=C1)Cl (3-chloro-6-(m-chlorophenyl)-4-methylpyridazine), [Si]([O-])([O-])([O-])[O-].[Mg+2].[Mg+2] (magnesium silicate), C(CCC)O (n-butanol), C(=O)NN (formylhydrazine). Run in C(Cl)Cl (methylene chloride). Product: ClC=1C=C(C=CC1)C=1C=C(C=2N(N1)C=NN2)C (6-(m-chlorophenyl)-8-methyl-1,2,4-triazolo-[4,3-b]pyridazine). Reaction SMILES: Cl[C:2]1[N:3]=[N:4][C:5]([C:9]2[CH:14]=[CH:13][CH:12]=[C:11]([Cl:15])[CH:10]=2)=[CH:6][C:7]=1[CH3:8].C(O)CCC.[CH:21]([NH:23][NH2:24])=O.[Si]([O-])([O-])([O-])[O-].[Mg+2].[Mg+2]>C(Cl)Cl>[Cl:15][C:11]1[CH:10]=[C:9]([C:5]2[CH:6]=[C:7]([CH3:8])[C:2]3[N:3]([CH:21]=[N:23][N:24]=3)[N:4]=2)[CH:14]=[CH:13][CH:12]=1 |f:3.4.5|. Procedure details: A mixture of 2.0 g. of 3-chloro-6-(m-chlorophenyl)-4-methylpyridazine, 50 ml. of n-butanol and 1.08 g. of formylhydrazine is refluxed for 18 hrs. The mixture is concentrated to dryness under vacuum and the residue dissolved in methylene chloride. The solution is passed through a short column of hydrous magnesium silicate. The eluent is refluxed while hexane is added gradually until crystals separated. Cooling and filtering gives 1.20 g. of crystals, m.p. 173°-176° C. The crystals in methylene ch... The reactants are CCOC(=O)c1ccc(-c2ccc(OCC3CCN(C(=O)OC(C)C)CC3)cn2)cc1, CCO, Cl, [Na+], [OH-]. Product: CC(C)OC(=O)N1CCC(COc2ccc(-c3ccc(C(=O)O)cc3)nc2)CC1. Reaction SMILES: [CH3:1][CH:2]([CH3:3])[O:4][C:5](=[O:6])[N:7]1[CH2:8][CH2:9][CH:10]([CH2:13][O:14][c:15]2[cH:16][n:17][c:18](-[c:21]3[cH:22][cH:23][c:24]([C:27](=[O:28])[O:29][CH2:30][CH3:31])[cH:25][cH:26]3)[cH:19][cH:20]2)[CH2:11][CH2:12]1.[CH3:35][CH2:36][OH:37].[ClH:34].[Na+:33].[OH-:32]>>[CH3:1][CH:2]([CH3:3])[O:4][C:5](=[O:6])[N:7]1[CH2:8][CH2:9][CH:10]([CH2:13][O:14][c:15]2[cH:16][n:17][c:18](-[c:21]3[cH:22][cH:23][c:24]([C:27](=[O:28])[OH:29])[cH:25][cH:26]3)[cH:19][cH:20]2)[CH2:11][CH2:12]1. Reactants: IC=1C(NC(NC1)=O)=O (5-Iodouracil), C/C(=N\[Si](C)(C)C)/O[Si](C)(C)C (N,O-bis(trimethylsilyl)acetamide), BrC(C1=CC=CC=C1)C1=CC=CC=C1 (bromodiphenyl methane), II (I2). Solvent: CC#N (MeCN). Run at temperature 84 celsius. Product: C(C1=CC=CC=C1)(C1=CC=CC=C1)N1C(NC(C(=C1)I)=O)=O (1-benzhydryl-5-iodo-pyrimidine-2,4-dione). Yield: 88.4%. As a reaction SMILES: [I:1][C:2]1[C:3](=[O:9])[NH:4][C:5](=[O:8])[NH:6][CH:7]=1.C/C(/O[Si](C)(C)C)=N\[Si](C)(C)C.Br[CH:23]([C:30]1[CH:35]=[CH:34][CH:33]=[CH:32][CH:31]=1)[C:24]1[CH:29]=[CH:28][CH:27]=[CH:26][CH:25]=1.II>CC#N>[CH:23]([N:6]1[CH:7]=[C:2]([I:1])[C:3](=[O:9])[NH:4][C:5]1=[O:8])([C:24]1[CH:29]=[CH:28][CH:27]=[CH:26][CH:25]=1)[C:30]1[CH:35]=[CH:34][CH:33]=[CH:32][CH:31]=1. Procedure details: 5-Iodouracil (0.10 g, 0.42 mmol) was suspended in dry MeCN (2.1 mL) and N,O-bis(trimethylsilyl)acetamide (0.25 mL, 1.05 mmol) was added under nitrogen atmosphere. When the reaction mixture turned clear, bromodiphenyl methane (0.15 g, 0.63 mmol) and a catalytic amount of I2 were added and the reaction mixture was heated at 84° C. for 4 hrs. After cooling to room temperature, the mixture was concentrated under reduced pressure, diluted with EtOAc and washed with water. The aqueous phase was extrac... The reactants are C(=O)NC=1SC=C(N1)C(C(=O)NC1[C@@H]2N(C(=CCS2)C(=O)O)C1=O)=NOCC(F)(F)F (7-[2-(2-formamidothiazol-4-yl)-2-(2,2,2-trifluoroethoxyimino)acetamido]-3-cephem-4-carboxylic acid), Cl (hydrochloric acid), O1CCCC1 (tetrahydrofuran). Run in CO (methanol). The product is NC=1SC=C(N1)C(C(=O)NC1[C@@H]2N(C(=CCS2)C(=O)O)C1=O)=NOCC(F)(F)F (7-[2-(2-aminothiazol-4-yl)-2-(2,2,2-trifluoroethoxyimino)acetamido]-3-cephem-4-carboxylic acid). Isolated yield 77.9%. As a reaction SMILES: C([NH:3][C:4]1[S:5][CH:6]=[C:7]([C:9](=[N:25][O:26][CH2:27][C:28]([F:31])([F:30])[F:29])[C:10]([NH:12][CH:13]2[C:23](=[O:24])[N:15]3[C:16]([C:20]([OH:22])=[O:21])=[CH:17][CH2:18][S:19][C@H:14]23)=[O:11])[N:8]=1)=O.Cl.O1CCCC1>CO>[NH2:3][C:4]1[S:5][CH:6]=[C:7]([C:9](=[N:25][O:26][CH2:27][C:28]([F:29])([F:31])[F:30])[C:10]([NH:12][CH:13]2[C:23](=[O:24])[N:15]3[C:16]([C:20]([OH:22])=[O:21])=[CH:17][CH2:18][S:19][C@H:14]23)=[O:11])[N:8]=1. Reported procedure: A suspension of 7-[2-(2-formamidothiazol-4-yl)-2-(2,2,2-trifluoroethoxyimino)acetamido]-3-cephem-4-carboxylic acid (syn isomer, 1.5 g.), conc. hydrochloric acid (1.3 ml.), tetrahydrofuran (10 ml.) and methanol (30 ml.) was treated in a similar manner to that of Example 21-(3) to give 7-[2-(2-aminothiazol-4-yl)-2-(2,2,2-trifluoroethoxyimino)acetamido]-3-cephem-4-carboxylic acid (syn isomer, 1.1 g.). Starting materials: C(C1=CC=CC=C1)C#N (benzyl cyanide), C(C1=CC=CC=C1)(=O)OOC(C1=CC=CC=C1)=O (dibenzoyl peroxide), BrN1C(CCC1=O)=O (N-bromosuccinimide). Solvent: C(Cl)(Cl)(Cl)Cl (CCl4). Reaction conditions: time 5 hour. Product: BrC(C#N)C1=CC=CC=C1 (Bromo(phenyl)acetonitrile). RXN SMILES: [CH2:1]([C:8]#[N:9])[C:2]1[CH:7]=[CH:6][CH:5]=[CH:4][CH:3]=1.C(OOC(=O)C1C=CC=CC=1)(=O)C1C=CC=CC=1.[Br:28]N1C(=O)CCC1=O>C(Cl)(Cl)(Cl)Cl>[Br:28][CH:1]([C:2]1[CH:7]=[CH:6][CH:5]=[CH:4][CH:3]=1)[C:8]#[N:9]. Procedure: To a solution of benzyl cyanide (4.93 mL, 42.7 mmol) in CCl4 (275 mL) were added dibenzoyl peroxide (517 mg, 2.13 mmol) and N-bromosuccinimide (9.12 g, 51.2 mmol). The reaction mixture was heated to reflux and stirred for 5 hours and concentrated in vacuo to a volume of 100 mL. The solution was partitioned between CHCl3 and saturated NaHCO3 solution, and the aqueous layer was extracted with several portions of CHCl3. The combined organic layers were dried over Na2SO4 and concentrated in vacuo to... Reactants: O=C1NC2=C(N1C1CCNCC1)C=CC=C2 (4-(2-keto-1-benzimidazolyl)piperidine), CC1=C(CN2CCC(CC2)=O)C=CC=C1 (N-(2-methylbenzyl)4-piperidone), methanolic solution. Reagents/catalysts: [Cl-].[Cl-].[Zn+2].[BH3-]C#N.[Na+] (ZnCl2 NaBH3CN). Solvent: CO (MeOH). Run at time 4 hour. Product: CC1=C(CN2CCC(CC2)N2CCC(CC2)N2C(NC3=C2C=CC=C3)=O)C=CC=C1 (1-[1-[1-(2-Methylbenzyl)piperidin-4-yl]piperidin-4-yl]-1,3-dihydro-2H-benzimidazol-2-one). Isolated yield 58.1%. Reaction SMILES: [O:1]=[C:2]1[N:6]([CH:7]2[CH2:12][CH2:11][NH:10][CH2:9][CH2:8]2)[C:5]2[CH:13]=[CH:14][CH:15]=[CH:16][C:4]=2[NH:3]1.[CH3:17][C:18]1[CH:31]=[CH:30][CH:29]=[CH:28][C:19]=1[CH2:20][N:21]1[CH2:26][CH2:25][C:24](=O)[CH2:23][CH2:22]1>CO.[Cl-].[Cl-].[Zn+2].[BH3-]C#N.[Na+]>[CH3:17][C:18]1[CH:31]=[CH:30][CH:29]=[CH:28][C:19]=1[CH2:20][N:21]1[CH2:22][CH2:23][CH:24]([N:10]2[CH2:9][CH2:8][CH:7]([N:6]3[C:5]4[CH:13]=[CH:14][CH:15]=[CH:16][C:4]=4[NH:3][C:2]3=[O:1])[CH2:12][CH2:11]2)[CH2:25][CH2:26]1 |f:3.4.5.6.7|. Reported procedure: To a solution of 1.73 g of 4-(2-keto-1-benzimidazolyl)piperidine and 1.54 g of N-(2-methylbenzyl)4-piperidone in 20 ml of MeOH was added 51 ml of 0.3M methanolic solution of ZnCl2—NaBH3CN at room temperature. The reaction mixture was stirred at room temperature for 4 h and quenched with saturated aqueous NaHCO3. The mixture was extracted with EtOAc, and the organic layer was washed with the 1:1 solution of saturated aqueous NaHCO3 and brine, and dried over anhydrous Na2SO4. The organic solvent w... Procedure: Reference: For the preparation of the starting material compound 1, see Example 147. Into a 100-mL round-bottom flask, a solution of 1-N-[7-thia-9,11-diazatricyclo[6.4.0.0[2,6]]dodeca-1(8),2(6),9,11-tetraen-12-yl]cyclohexane-1,4-diamine (250 mg, 0.87 mmol, 1.00 equiv) in CH3CN (15 mL) was added 1-bromo-2-fluoroethane (220 mg, 1.73 mmol, 2.00 equiv) and DIPEA (200 mg, 1.74 mmol, 2.00 equiv) at room temperature under nitrogen. The resulting solution was stirred for 7 h at 70° C. in an oil bath. Af... The product is FCCNC1CCC(CC1)NC1=NC=NC=2SC=3CCCC3C12 (1-N-(2-fluoroethyl)-4-N-[7-thia-9,11-diazatricyclo[6.4.0.0[2,6]]dodeca-1(8),2(6),9,11-tetraen-12-yl]cyclohexane-1,4-diamine). Yield: 82.5%. As a reaction SMILES: [C:1]12[C:12]([NH:13][CH:14]3[CH2:19][CH2:18][CH:17]([NH2:20])[CH2:16][CH2:15]3)=[N:11][CH:10]=[N:9][C:8]=1[S:7][C:6]1[CH2:5][CH2:4][CH2:3][C:2]2=1.Br[CH2:22][CH2:23][F:24].CCN(C(C)C)C(C)C>CC#N>[F:24][CH2:23][CH2:22][NH:20][CH:17]1[CH2:18][CH2:19][CH:14]([NH:13][C:12]2[C:1]3[C:2]4[CH2:3][CH2:4][CH2:5][C:6]=4[S:7][C:8]=3[N:9]=[CH:10][N:11]=2)[CH2:15][CH2:16]1. Run at temperature 70 celsius, time 7 hour. Run in CC#N (CH3CN). The reactants are C1=2C=3CCCC3SC2N=CN=C1NC1CCC(CC1)N (1-N-[7-thia-9,11-diazatricyclo[6.4.0.0[2,6]]dodeca-1(8),2(6),9,11-tetraen-12-yl]cyclohexane-1,4-diamine), BrCCF (1-bromo-2-fluoroethane), CCN(C(C)C)C(C)C (DIPEA), compound 1.